This data is from the Open Reaction Database (ORD), a public repository of structured organic reaction records. The task is: describe an organic reaction: reactants, conditions, products, and yield The reactants are CC(=O)Nc1cccc2c1CCC(=O)C2, ClNCc1ccccc1. Yields the product CC(=O)Nc1cccc2c1CCC(NCc1ccccc1)C2, Cl. As a reaction SMILES: [C:1]([CH3:2])(=[O:3])[NH:4][c:5]1[c:6]2[c:11]([cH:12][cH:13][cH:14]1)[CH2:10][C:9](=[O:15])[CH2:8][CH2:7]2.[CH2:16]([c:17]1[cH:18][cH:19][cH:20][cH:21][cH:22]1)[NH:23][Cl:24]>>[C:1]([CH3:2])(=[O:3])[NH:4][c:5]1[c:6]2[c:11]([cH:12][cH:13][cH:14]1)[CH2:10][CH:9]([NH:23][CH2:16][c:17]1[cH:18][cH:19][cH:20][cH:21][cH:22]1)[CH2:8][CH2:7]2.[ClH:24]. The reactants are ClC=1C=C(C=CC1)S(=O)(=O)NCCCCCCCCC#N (9-(3-Chlorobenzenesulphonamido)nonanenitrile), [OH-].[Na+] (NaOH), O (water). The solvent is C(C)O (ethanol). Yields the product ClC=1C=C(C=CC1)S(=O)(=O)NCCCCCCCCC(=O)O (9-(3-Chlorobenzenesulphonamido)nonanoic Acid). As a reaction SMILES: [Cl:1][C:2]1[CH:3]=[C:4]([S:8]([NH:11][CH2:12][CH2:13][CH2:14][CH2:15][CH2:16][CH2:17][CH2:18][CH2:19][C:20]#N)(=[O:10])=[O:9])[CH:5]=[CH:6][CH:7]=1.[OH-:22].[Na+].[OH2:24]>C(O)C>[Cl:1][C:2]1[CH:3]=[C:4]([S:8]([NH:11][CH2:12][CH2:13][CH2:14][CH2:15][CH2:16][CH2:17][CH2:18][CH2:19][C:20]([OH:24])=[O:22])(=[O:10])=[O:9])[CH:5]=[CH:6][CH:7]=1 |f:1.2|. Reported procedure: 9-(3-Chlorobenzenesulphonamido)nonanenitrile (4.4 g, 0.013 mol) was treated with NaOH (5 g, 0.115 mol) in 30 ml water and 50 ml ethanol by the method described in Example 6(ii). Chromatography in CHCl3 :MeOH 10:1 on silica and recrystallisation from 2-propanol/pet. ether 60°-80° gave the title compound (0.94 g, m.p. 112°-3° C.). Reactants: FC1=CC=C(C=C1)C1=C(N(N=N1)C)C=1N=CN(C1)C1=CC=C(C(=O)O)C=C1 (4-{4-[5-(4-fluoro-phenyl)-3-methyl-3H-[1,2,3]triazol-4-yl]-imidazol-1-yl}-benzoic acid), CC1(COC1)N (3-methyl-3-oxetanamine). Run in C(C)(=O)OCC (ethyl acetate). Product: FC1=CC=C(C=C1)C1=C(N(N=N1)C)C=1N=CN(C1)C1=CC=C(C(=O)NC2(COC2)C)C=C1 (4-{4-[5-(4-Fluoro-phenyl)-3-methyl-3H-[1,2,3]triazol-4-yl]-imidazol-1-yl}-N-(3-methyl-oxetan-3-yl)-benzamide). The yield is 64.0%. Reaction SMILES: [F:1][C:2]1[CH:7]=[CH:6][C:5]([C:8]2[N:12]=[N:11][N:10]([CH3:13])[C:9]=2[C:14]2[N:15]=[CH:16][N:17]([C:19]3[CH:27]=[CH:26][C:22]([C:23](O)=[O:24])=[CH:21][CH:20]=3)[CH:18]=2)=[CH:4][CH:3]=1.[CH3:28][C:29]1([NH2:33])[CH2:32][O:31][CH2:30]1>C(OCC)(=O)C>[F:1][C:2]1[CH:7]=[CH:6][C:5]([C:8]2[N:12]=[N:11][N:10]([CH3:13])[C:9]=2[C:14]2[N:15]=[CH:16][N:17]([C:19]3[CH:27]=[CH:26][C:22]([C:23]([NH:33][C:29]4([CH3:28])[CH2:32][O:31][CH2:30]4)=[O:24])=[CH:21][CH:20]=3)[CH:18]=2)=[CH:4][CH:3]=1. Procedure details: As described for example 3b, 4-{4-[5-(4-fluoro-phenyl)-3-methyl-3H-[1,2,3]triazol-4-yl]-imidazol-1-yl}-benzoic acid (75 mg, 0.21 mmol) was converted, using 3-methyl-3-oxetanamine instead of isopropylamine, to the title compound (57 mg, 64%) which was obtained as a white solid after trituration from ethyl acetate. MS: m/e=433.4 [M+H]+. Starting materials: [NH4+].[Cl-].[NH4+].[OH-].O (NH4Cl NH4OH H2O), C(C1=CC=CC=C1)OC1=CC=C(C=C1)N1C=NC=2C1=NC=C(C2)Br (3-[4-(Benzyloxy)phenyl]-6-bromo-3H-imidazo[4,5-b]pyridine), CN(C)C=O.O (DMF H2O). The reagents and catalysts are [C-]#N.[C-]#N.[Zn+2] (Zn(CN)2), C=1C=CC(=CC1)/C=C/C(=O)/C=C/C2=CC=CC=C2.C=1C=CC(=CC1)/C=C/C(=O)/C=C/C2=CC=CC=C2.C=1C=CC(=CC1)/C=C/C(=O)/C=C/C2=CC=CC=C2.[Pd].[Pd] (Pd2(dba)3), C1=CC=C(C=C1)P([C-]2C=CC=C2)C3=CC=CC=C3.C1=CC=C(C=C1)P([C-]2C=CC=C2)C3=CC=CC=C3.[Fe+2] (dppf). Run at time 30 minute. Yields the product C(C1=CC=CC=C1)OC1=CC=C(C=C1)N1C=NC=2C1=NC=C(C2)C#N (3-[4-(benzyloxy)phenyl]-3H-imidazo[4,5-b]pyridine-6-carbonitrile). RXN SMILES: [CH2:1]([O:8][C:9]1[CH:14]=[CH:13][C:12]([N:15]2[C:19]3=[N:20][CH:21]=[C:22](Br)[CH:23]=[C:18]3[N:17]=[CH:16]2)=[CH:11][CH:10]=1)[C:2]1[CH:7]=[CH:6][CH:5]=[CH:4][CH:3]=1.[NH4+].[Cl-].[NH4+].[OH-].O.[CH3:30][N:31](C=O)C.O>[C-]#N.[C-]#N.[Zn+2].C1C=CC(/C=C/C(/C=C/C2C=CC=CC=2)=O)=CC=1.C1C=CC(/C=C/C(/C=C/C2C=CC=CC=2)=O)=CC=1.C1C=CC(/C=C/C(/C=C/C2C=CC=CC=2)=O)=CC=1.[Pd].[Pd].C1C=CC(P(C2C=CC=CC=2)[C-]2C=CC=C2)=CC=1.C1C=CC(P(C2C=CC=CC=2)[C-]2C=CC=C2)=CC=1.[Fe+2]>[CH2:1]([O:8][C:9]1[CH:14]=[CH:13][C:12]([N:15]2[C:19]3=[N:20][CH:21]=[C:22]([C:30]#[N:31])[CH:23]=[C:18]3[N:17]=[CH:16]2)=[CH:11][CH:10]=1)[C:2]1[CH:7]=[CH:6][CH:5]=[CH:4][CH:3]=1 |f:1.2.3.4.5,6.7,8.9.10,11.12.13.14.15,16.17.18|. Reported procedure: 3-[4-(Benzyloxy)phenyl]-6-bromo-3H-imidazo[4,5-b]pyridine (2 g, 5.26 mmol), Zn(CN)2 (371 mg, 3.16 mmol), Pd2(dba)3 (101 mg, 0.11 mmol) and dppf (122 mg, 0.22 mmol) in degassed DMF/H2O (100:1) (15 mL) was stirred at 120° C. under N2 for 20 h. The mixture was then cooled to rt and treated with NH4Cl:NH4OH:H2O (4:1:4) (45 mL) and reheated to 80° C. for 30 min and then stirred at 0° C. for another 30 min. The precipitated solids were isolated by filtration and purified by chromatography over silica ... The reactants are NC(=O)OCCn1cc(C(=O)O)c(=O)c2cc(F)c(F)c(F)c21, C1CNCCN1, c1ccncc1. Yields the product NC(=O)OCCn1cc(C(=O)O)c(=O)c2cc(F)c(N3CCNCC3)c(F)c21. Reaction SMILES: [C:1]([NH2:2])(=[O:3])[O:4][CH2:5][CH2:6][n:7]1[cH:8][c:9]([C:21](=[O:22])[OH:23])[c:10](=[O:20])[c:11]2[cH:12][c:13]([F:19])[c:14]([F:18])[c:15]([F:17])[c:16]12.[CH2:24]1[CH2:25][NH:26][CH2:27][CH2:28][NH:29]1.[cH:30]1[cH:31][cH:32][n:33][cH:34][cH:35]1>>[C:1]([NH2:2])(=[O:3])[O:4][CH2:5][CH2:6][n:7]1[cH:8][c:9]([C:21](=[O:22])[OH:23])[c:10](=[O:20])[c:11]2[cH:12][c:13]([F:19])[c:14]([N:26]3[CH2:25][CH2:24][NH:29][CH2:28][CH2:27]3)[c:15]([F:17])[c:16]12. Starting materials: [BH4-], CO, CC(C)S(=O)(=O)Nc1nc(-c2[nH]c(-c3c(F)cccc3F)nc2-c2ccccc2)ccc1[N+](=O)[O-], [Na+]. Product: CC(C)S(=O)(=O)Nc1nc(-c2[nH]c(-c3c(F)cccc3F)nc2-c2ccccc2)ccc1N. RXN SMILES: [BH4-:36].[CH3:38][OH:39].[F:1][c:2]1[c:3](-[c:9]2[n:10][c:11](-[c:30]3[cH:31][cH:32][cH:33][cH:34][cH:35]3)[c:12](-[c:14]3[cH:15][cH:16][c:17]([N+:27]([O-:28])=[O:29])[c:18]([NH:20][S:21](=[O:22])(=[O:23])[CH:24]([CH3:25])[CH3:26])[n:19]3)[nH:13]2)[c:4]([F:8])[cH:5][cH:6][cH:7]1.[Na+:37]>>[F:1][c:2]1[c:3](-[c:9]2[n:10][c:11](-[c:30]3[cH:31][cH:32][cH:33][cH:34][cH:35]3)[c:12](-[c:14]3[cH:15][cH:16][c:17]([NH2:27])[c:18]([NH:20][S:21](=[O:22])(=[O:23])[CH:24]([CH3:25])[CH3:26])[n:19]3)[nH:13]2)[c:4]([F:8])[cH:5][cH:6][cH:7]1. Reactants: CC(=O)[O-], CC(=O)[O-], ClCCl, [Cu+2], COc1ccc(NCCNC(=O)C(Cc2ccc(O)cc2)NC(=O)c2cccc(C)c2)cc1, OB(O)c1ccccc1. The product is COc1ccc(NCCNC(=O)C(Cc2ccc(Oc3ccccc3)cc2)NC(=O)c2cccc(C)c2)cc1. RXN SMILES: [C:46]([O-:47])(=[O:48])[CH3:49].[C:51]([O-:52])(=[O:53])[CH3:54].[Cl:43][CH2:44][Cl:45].[Cu+2:50].[OH:1][c:2]1[cH:3][cH:4][c:5]([CH2:8][CH:9]([C:10]([NH:11][CH2:12][CH2:13][NH:14][c:15]2[cH:16][cH:17][c:18]([O:21][CH3:22])[cH:19][cH:20]2)=[O:23])[NH:24][C:25]([c:26]2[cH:27][c:28]([CH3:32])[cH:29][cH:30][cH:31]2)=[O:33])[cH:6][cH:7]1.[c:34]1([B:40]([OH:41])[OH:42])[cH:35][cH:36][cH:37][cH:38][cH:39]1>>[O:1]([c:2]1[cH:3][cH:4][c:5]([CH2:8][CH:9]([C:10]([NH:11][CH2:12][CH2:13][NH:14][c:15]2[cH:16][cH:17][c:18]([O:21][CH3:22])[cH:19][cH:20]2)=[O:23])[NH:24][C:25]([c:26]2[cH:27][c:28]([CH3:32])[cH:29][cH:30][cH:31]2)=[O:33])[cH:6][cH:7]1)[c:34]1[cH:35][cH:36][cH:37][cH:38][cH:39]1. Reactants: Cl, CC(C)c1cc2c(c(-c3ccccc3)c1)OC(CN=[N+]=[N-])C2, c1ccc(P(c2ccccc2)c2ccccc2)cc1. The product is CC(C)c1cc2c(c(-c3ccccc3)c1)OC(CN)C2. RXN SMILES: [ClH:42].[N:1](=[N+:2]=[N-:3])[CH2:4][CH:5]1[O:6][c:7]2[c:8]([cH:10][c:11]([CH:20]([CH3:21])[CH3:22])[cH:12][c:13]2-[c:14]2[cH:15][cH:16][cH:17][cH:18][cH:19]2)[CH2:9]1.[c:23]1([P:24]([c:25]2[cH:26][cH:27][cH:28][cH:29][cH:30]2)[c:31]2[cH:32][cH:33][cH:34][cH:35][cH:36]2)[cH:37][cH:38][cH:39][cH:40][cH:41]1>>[NH2:1][CH2:4][CH:5]1[O:6][c:7]2[c:8]([cH:10][c:11]([CH:20]([CH3:21])[CH3:22])[cH:12][c:13]2-[c:14]2[cH:15][cH:16][cH:17][cH:18][cH:19]2)[CH2:9]1.